From a dataset of the Open Reaction Database (ORD), a public repository of structured organic reaction records. describe an organic reaction: reactants, conditions, products, and yield RXN SMILES: Cl[C:2]1[N:3]=[C:4]([N:24]2[CH2:29][CH2:28][O:27][CH2:26][CH2:25]2)[C:5]2[N:11]=[C:10]([CH2:12][CH:13]3[CH2:18][CH2:17][N:16]([C:19](=[O:23])[CH:20]([CH3:22])[CH3:21])[CH2:15][CH2:14]3)[CH:9]=[CH:8][C:6]=2[N:7]=1.[Si]([N:37]1[C:45]2[C:40](=[C:41](B3OC(C)(C)C(C)(C)O3)[C:42]([F:46])=[CH:43][CH:44]=2)[CH:39]=[CH:38]1)(C(C)(C)C)(C)C>>[F:46][C:42]1[C:41]([C:2]2[N:3]=[C:4]([N:24]3[CH2:29][CH2:28][O:27][CH2:26][CH2:25]3)[C:5]3[N:11]=[C:10]([CH2:12][CH:13]4[CH2:18][CH2:17][N:16]([C:19](=[O:23])[CH:20]([CH3:22])[CH3:21])[CH2:15][CH2:14]4)[CH:9]=[CH:8][C:6]=3[N:7]=2)=[C:40]2[C:45](=[CH:44][CH:43]=1)[NH:37][CH:38]=[CH:39]2. Procedure: 1-(4-((2-Chloro-4-morpholinopyrido[3,2-d]pyrimidin-6-yl)methyl)piperidin-1-yl)-2-methylpropan-1-one (60 mg) was reacted with 1-(tert-butyldimethylsilyl)-5-fluoro-4-(4,4,5,5-tetramethyl-1,3,2-dioxaborolan-2-yl)-1H-indole via General Procedure A to produce 19.9 mg of 149 following reverse phase HPLC purification. MS (Q1) 517.3 (M)+ Starting materials: ClC=1N=C(C2=C(N1)C=CC(=N2)CC2CCN(CC2)C(C(C)C)=O)N2CCOCC2 (1-(4-((2-Chloro-4-morpholinopyrido[3,2-d]pyrimidin-6-yl)methyl)piperidin-1-yl)-2-methylpropan-1-one), [Si](C)(C)(C(C)(C)C)N1C=CC2=C(C(=CC=C12)F)B1OC(C(O1)(C)C)(C)C (1-(tert-butyldimethylsilyl)-5-fluoro-4-(4,4,5,5-tetramethyl-1,3,2-dioxaborolan-2-yl)-1H-indole). Product: FC=1C(=C2C=CNC2=CC1)C=1N=C(C2=C(N1)C=CC(=N2)CC2CCN(CC2)C(C(C)C)=O)N2CCOCC2 (1-(4-((2-(5-fluoro-1H-indol-4-yl)-4-morpholinopyrido[3,2-d]pyrimidin-6-yl)methyl)piperidin-1-yl)-2-methylpropan-1-one).